The task is: describe an organic reaction: reactants, conditions, products, and yield. This data is from the Open Reaction Database (ORD), a public repository of structured organic reaction records. Solvent: C(C)O (ethanol), CCOCC (ether), CCOCC (ether), C(C)O (ethanol). Reactants: C(C)OC(=O)N1C[C@H]([C@@H](CC1)OC1=CC=C(C=C1)F)C1=CC=CC=C1 (Trans-1-ethoxycarbonyl-4-(4-fluorophenoxy)-3-phenylpiperidine), [OH-].[Na+] (NaOH), C(\C=C\C(=O)O)(=O)O (fumaric acid). Reaction SMILES: C(OC([N:6]1[CH2:11][CH2:10][C@@H:9]([O:12][C:13]2[CH:18]=[CH:17][C:16]([F:19])=[CH:15][CH:14]=2)[C@H:8]([C:20]2[CH:25]=[CH:24][CH:23]=[CH:22][CH:21]=2)[CH2:7]1)=O)C.[OH-].[Na+].[C:28]([OH:35])(=[O:34])/[CH:29]=[CH:30]/[C:31]([OH:33])=[O:32]>CCOCC.C(O)C>[C:28]([OH:35])(=[O:34])/[CH:29]=[CH:30]/[C:31]([OH:33])=[O:32].[F:19][C:16]1[CH:15]=[CH:14][C:13]([O:12][C@@H:9]2[CH2:10][CH2:11][NH:6][CH2:7][C@H:8]2[C:20]2[CH:25]=[CH:24][CH:23]=[CH:22][CH:21]=2)=[CH:18][CH:17]=1 |f:1.2,6.7|. Procedure: A mixture of 3.44 g of trans-1-ethoxycarbonyl-4-(4-fluorophenoxy)-3-phenylpiperidine of Example 47, 50 ml of absolute ethanol and 26 ml of 20% aqueous NaOH solution is refluxed 18 hours under a nitrogen atmosphere. The ethanol is removed in vacuo, and the aqueous residue is partitioned between water and ethyl acetate. The aqueous phase is extracted with ethyl acetate, and the combined organic extracts are washed with saturated aqueous NaCl solution, dried over anhydrous Na2SO4, and concentrated ... Product: C(\C=C\C(=O)O)(=O)O.FC1=CC=C(O[C@H]2[C@@H](CNCC2)C2=CC=CC=C2)C=C1 (trans-4-(4-fluorophenoxy)-3-phenylpiperidine fumarate). The reactants are C(C)OC(N(N)C)=O (2-azaalanine ethyl ester), C(C)(C)(C)OC(=O)N[C@@H](C)C(=O)N1[C@H](C(=O)O)CCC1 (t-butoxycarbonylalanylproline), C(C(C)C)OC(=O)Cl (isobutylchloroformate), CN1CCOCC1 (N-methylmorpholine). The solvent is C(Cl)(Cl)Cl (chloroform), O1CCCC1 (tetrahydrofuran). Run at time 10 minute. The product is C(C)OC(N(NC([C@H]1N(CCC1)C([C@@H](NC(=O)OC(C)(C)C)C)=O)=O)C)=O (t-butoxycarbonylalanylprolyl-2-azaalanine ethyl ester). Reaction SMILES: [C:1]([O:5][C:6]([NH:8][C@H:9]([C:11]([N:13]1[CH2:20][CH2:19][CH2:18][C@H:14]1[C:15]([OH:17])=O)=[O:12])[CH3:10])=[O:7])([CH3:4])([CH3:3])[CH3:2].CN1CCOCC1.C(OC(Cl)=O)C(C)C.[CH2:36]([O:38][C:39](=[O:43])[N:40]([CH3:42])[NH2:41])[CH3:37]>O1CCCC1.C(Cl)(Cl)Cl>[CH2:36]([O:38][C:39](=[O:43])[N:40]([CH3:42])[NH:41][C:15](=[O:17])[C@@H:14]1[CH2:18][CH2:19][CH2:20][N:13]1[C:11](=[O:12])[C@H:9]([CH3:10])[NH:8][C:6]([O:5][C:1]([CH3:2])([CH3:3])[CH3:4])=[O:7])[CH3:37]. Reported procedure: To 0.16 mole of t-butoxycarbonylalanylproline in 80 ml of dry tetrahydrofuran which has been cooled to -20° to -30° is added 2 ml of N-methylmorpholine and then 2.1 ml of isobutylchloroformate. After stirring for 10 minutes, 0.16 mole of 2-azaalanine ethyl ester and 60 ml of chloroform are added. The reaction mixture is allowed to warm to room temperature overnight, concentrated in vacuo, taken up in ethyl acetate and the insoluble material removed by filtration. Concentration of the filtrate in... Reactants: ClC1=CC2=C(C(NC3=NC=CC=C23)=O)C=C1 (9-Chloro-5H-benzo[c][1,8]naphthyridin-6-one), FC(C=1C=C(N)C=CC1)(F)F (3-(trifluoromethyl)aniline). Yields the product FC(C=1C=C(C=CC1)NC1=CC2=C(C(NC3=NC=CC=C23)=O)C=C1)(F)F (9-(3-Trifluoromethyl-phenylamino)-5-H-benzo[c][1,8]naphthyridin-6-one). The yield is 2.6%. As a reaction SMILES: Cl[C:2]1[CH:16]=[CH:15][C:5]2[C:6](=[O:14])[NH:7][C:8]3[C:13]([C:4]=2[CH:3]=1)=[CH:12][CH:11]=[CH:10][N:9]=3.[F:17][C:18]([F:27])([F:26])[C:19]1[CH:20]=[C:21]([CH:23]=[CH:24][CH:25]=1)[NH2:22]>>[F:17][C:18]([F:26])([F:27])[C:19]1[CH:20]=[C:21]([NH:22][C:2]2[CH:16]=[CH:15][C:5]3[C:6](=[O:14])[NH:7][C:8]4[C:13]([C:4]=3[CH:3]=2)=[CH:12][CH:11]=[CH:10][N:9]=4)[CH:23]=[CH:24][CH:25]=1. Procedure details: The title compound was synthesized according to the procedure described for the preparation of Example 231 using 6 (50 mg, 0.22 mmol) and 3-(trifluoromethyl)aniline (0.04 mL, 0.33 mmol) to provide 239 (2 mg, 3% yield) as a brown solid. LC-MS (M+H=356, obsd.=356). Reaction SMILES: [CH:1]1[C:11]2[C:10]3[CH:12]=[CH:13][CH:14]=[CH:15][C:9]=3[CH2:8][N:7]([C:16]#[N:17])[CH2:6][C:5]=2[CH:4]=[CH:3][CH:2]=1.[CH2:18]([OH:22])[CH:19]([CH3:21])[CH3:20]>>[CH:1]1[C:11]2[C:10]3[CH:12]=[CH:13][CH:14]=[CH:15][C:9]=3[CH2:8][N:7]([C:16](=[NH:17])[O:22][CH2:18][CH:19]([CH3:21])[CH3:20])[CH2:6][C:5]=2[CH:4]=[CH:3][CH:2]=1. Yields the product C1=CC=CC=2CN(CC3=C(C21)C=CC=C3)C(OCC(C)C)=N (isobutyl 5,7-dihydro-6H-dibenz[c,e]azepine-6-carboximidate). Starting materials: C1=CC=CC=2CN(CC3=C(C21)C=CC=C3)C#N (5,7-dihydro-6H-dibenz[c,e]azepine-6-carbonitrile), C(C(C)C)O (isobutanol). Procedure details: starting from 5,7-dihydro-6H-dibenz[c,e]azepine-6-carbonitrile and isobutanol there is obtained isobutyl 5,7-dihydro-6H-dibenz[c,e]azepine-6-carboximidate as a resinous product, 1H-NMR(CDCl3): 1.07 [d, CH(CH3)2 ], 2.1 (m, 1H), 3.95 (d, CH2), 4.25 (s, 4H), 4.55 (broad s, NH), 7.3-7.7 (8H); Reactants: C(CC(O)(C(=O)O)CC(=O)O)(=O)O (citric acid), O.[OH-].[Li+] (Lithium hydroxide monohydrate), COC([C@H]1N(CC(C1)CCNC(=O)OC(C)(C)C)C(=O)OC(C)(C)C)=O (N-tert-butoxycarbonyl-4-[2-(tert-butoxycarbonylamino)ethyl]-L-proline methyl ester), CO (methanol). Run in O1CCCC1 (tetrahydrofuran), O (water). Run at time 4 hour. Yields the product C(C)(C)(C)OC(=O)N1[C@H](C(=O)O)CC(C1)CCNC(=O)OC(C)(C)C (N-tert-Butoxycarbonyl-4-(N-tert-Butoxycarbonyl-2-Aminoethyl)-L-Proline). Yield: 108.1%. Reaction SMILES: O.[OH-].[Li+].C[O:5][C:6](=[O:29])[C@@H:7]1[CH2:11][CH:10]([CH2:12][CH2:13][NH:14][C:15]([O:17][C:18]([CH3:21])([CH3:20])[CH3:19])=[O:16])[CH2:9][N:8]1[C:22]([O:24][C:25]([CH3:28])([CH3:27])[CH3:26])=[O:23].CO.C(O)(=O)CC(CC(O)=O)(C(O)=O)O>O1CCCC1.O>[C:25]([O:24][C:22]([N:8]1[CH2:9][CH:10]([CH2:12][CH2:13][NH:14][C:15]([O:17][C:18]([CH3:21])([CH3:20])[CH3:19])=[O:16])[CH2:11][C@H:7]1[C:6]([OH:29])=[O:5])=[O:23])([CH3:27])([CH3:28])[CH3:26] |f:0.1.2|. Procedure: Lithium hydroxide monohydrate (7 mg) was added to a solution of N-tert-butoxycarbonyl-4-[2-(tert-butoxycarbonylamino)ethyl]-L-proline methyl ester (E, 50 mg) in tetrahydrofuran (0.5 mL)-methanol (0.5 mL)-water (0.5 mL). After stirring at room temperature for 4 hr, the reaction mixture was acidified with 10% citric acid and extracted with chloroform. The organic layer was washed with brine, dried over anhydrous sodium sulfate, and evaporated in vacuo to give the title compound (52 mg).